From a dataset of the Open Reaction Database (ORD), a public repository of structured organic reaction records. describe an organic reaction: reactants, conditions, products, and yield Reactants: ClC1=NC2=C(C=CC=C2C(=N1)N1C(C2=CC=C(C=C2CC1)C)C)OC (2-Chloro-8-Methoxy-4-(1,6-Dimethyl-1,2,3,4-Tetrahydroisoquinoline-2-Yl)Quinazoline), FC1=CC=C(N)C=C1 (4-fluoroaniline). Solvent: CN(C=O)C (dimethyl-formamide). Yields the product Cl.FC1=CC=C(C=C1)NC1=NC2=C(C=CC=C2C(=N1)N1C(C2=CC=C(C=C2CC1)C)C)OC (2-(4-Fluorophenylamino)-8-Methoxy-4-(1,6-Dimethyl-1,2,3,4-Tetrahydroisoquinoline-2-Yl)Quinazoline Hydrochloride). Isolated yield 61.0%. Reaction SMILES: [Cl:1][C:2]1[N:11]=[C:10]([N:12]2[CH2:21][CH2:20][C:19]3[C:14](=[CH:15][CH:16]=[C:17]([CH3:22])[CH:18]=3)[CH:13]2[CH3:23])[C:9]2[C:4](=[C:5]([O:24][CH3:25])[CH:6]=[CH:7][CH:8]=2)[N:3]=1.[F:26][C:27]1[CH:33]=[CH:32][C:30]([NH2:31])=[CH:29][CH:28]=1>CN(C)C=O>[ClH:1].[F:26][C:27]1[CH:33]=[CH:32][C:30]([NH:31][C:2]2[N:11]=[C:10]([N:12]3[CH2:21][CH2:20][C:19]4[C:14](=[CH:15][CH:16]=[C:17]([CH3:22])[CH:18]=4)[CH:13]3[CH3:23])[C:9]3[C:4](=[C:5]([O:24][CH3:25])[CH:6]=[CH:7][CH:8]=3)[N:3]=2)=[CH:29][CH:28]=1 |f:3.4|. Procedure details: In accordance with the same procedures as in Example 18, except that to a mixture of 2.50 g of the compound (7.06 mM) prepared in Example 15 and 10 ml of dimethyl-formamide, 1.40 ml of 4-fluoroaniline(4.8 mM) was added, 2.0 g of the title compound was prepared. Reported procedure: 4-[(6,7-Dimethoxy-4-quinolyl)oxy]-2,5-dimethylaniline (50 mg) was added to toluene (5 ml), and triethylamine (0.5 ml), and the mixture was heated under reflux to prepare a solution. A solution of triphosgene (68 mg) in methylene chloride was then added thereto, and the mixture was heated under reflux for 10 min. Next, cyclopentylmethanol (23 mg) was added thereto, and the mixture was further stirred with heating under reflux for 3 hr. A saturated aqueous sodium bicarbonate solution was added to ... Product: COC=1C=C2C(=CC=NC2=CC1OC)OC1=CC(=C(C=C1C)NC(OCC1CCCC1)=O)C (Cyclopentylmethyl N-{4-[(6,7-dimethoxy-4-quinolyl)oxy]-2,5-dimethylphenyl}carbamate). The yield is 89.3%. RXN SMILES: [CH3:1][O:2][C:3]1[CH:4]=[C:5]2[C:10](=[CH:11][C:12]=1[O:13][CH3:14])[N:9]=[CH:8][CH:7]=[C:6]2[O:15][C:16]1[C:22]([CH3:23])=[CH:21][C:19]([NH2:20])=[C:18]([CH3:24])[CH:17]=1.Cl[C:26](Cl)([O:28][C:29](=[O:35])OC(Cl)(Cl)Cl)Cl.[CH:37]1(CO)[CH2:41][CH2:40][CH2:39][CH2:38]1.C(=O)(O)[O-].[Na+]>C(Cl)Cl.C(N(CC)CC)C.C1(C)C=CC=CC=1>[CH3:1][O:2][C:3]1[CH:4]=[C:5]2[C:10](=[CH:11][C:12]=1[O:13][CH3:14])[N:9]=[CH:8][CH:7]=[C:6]2[O:15][C:16]1[C:22]([CH3:23])=[CH:21][C:19]([NH:20][C:29](=[O:35])[O:28][CH2:26][CH:37]2[CH2:41][CH2:40][CH2:39][CH2:38]2)=[C:18]([CH3:24])[CH:17]=1 |f:3.4|. The reactants are COC=1C=C2C(=CC=NC2=CC1OC)OC1=CC(=C(N)C=C1C)C (4-[(6,7-Dimethoxy-4-quinolyl)oxy]-2,5-dimethylaniline), ClC(Cl)(OC(OC(Cl)(Cl)Cl)=O)Cl (triphosgene), C([O-])(O)=O.[Na+] (sodium bicarbonate), C1(CCCC1)CO (cyclopentylmethanol). The solvent is C(C)N(CC)CC (triethylamine), C1(=CC=CC=C1)C (toluene), C(Cl)Cl (methylene chloride). The reactants are CC(=O)OCCCCCC1Cc2cc(OC3CCCCO3)ccc2C2C(F)CC3(C)C(=O)CCC3C12, O=C([O-])[O-], CO, [K+], [K+], O. Product: CC12CC(F)C3c4ccc(OC5CCCCO5)cc4CC(CCCCCO)C3C1CCC2=O. RXN SMILES: [C:1](=[O:2])([CH3:3])[O:4][CH2:5][CH2:6][CH2:7][CH2:8][CH2:9][CH:10]1[CH:11]2[CH:12]3[CH2:13][CH2:14][C:15](=[O:36])[C:16]3([CH3:17])[CH2:18][CH:19]([F:35])[CH:20]2[c:21]2[cH:22][cH:23][c:24]([O:28][CH:29]3[O:30][CH2:31][CH2:32][CH2:33][CH2:34]3)[cH:25][c:26]2[CH2:27]1.[C:37](=[O:38])([O-:39])[O-:40].[CH3:43][OH:44].[K+:41].[K+:42].[OH2:45]>>[OH:4][CH2:5][CH2:6][CH2:7][CH2:8][CH2:9][CH:10]1[CH:11]2[CH:12]3[CH2:13][CH2:14][C:15](=[O:36])[C:16]3([CH3:17])[CH2:18][CH:19]([F:35])[CH:20]2[c:21]2[cH:22][cH:23][c:24]([O:28][CH:29]3[O:30][CH2:31][CH2:32][CH2:33][CH2:34]3)[cH:25][c:26]2[CH2:27]1. The reactants are C(#N)CC1(CN(C1)C(=O)OC(C)(C)C)N1C=C(C=C1)C1=NC(=CC=2N1C=CN2)C=2C=NN(C2)C (tert-butyl 3-(cyanomethyl)-3-(3-(7-(1-methyl-1H-pyrazol-4-yl)imidazo[1,2-c]pyrimidin-5-yl)-1H-pyrrol-1-yl)azetidine-1-carboxylate), FC(C(=O)O)(F)F (trifluoroacetic acid). Run in C(Cl)Cl (DCM). Conditions: time 3 hour. The product is FC(C(=O)O)(F)F.CN1N=CC(=C1)C1=CC=2N(C(=N1)C1=CN(C=C1)C1(CNC1)CC#N)C=CN2 (2-(3-(3-(7-(1-Methyl-1H-pyrazol-4-yl)imidazo[1,2-c]pyrimidin-5-yl)-1H-pyrrol-1-yl)azetidin-3-yl)acetonitrile trifluoroacetate). Isolated yield 99.0%. As a reaction SMILES: [C:1]([CH2:3][C:4]1([N:15]2[CH:19]=[CH:18][C:17]([C:20]3[N:25]4[CH:26]=[CH:27][N:28]=[C:24]4[CH:23]=[C:22]([C:29]4[CH:30]=[N:31][N:32]([CH3:34])[CH:33]=4)[N:21]=3)=[CH:16]2)[CH2:7][N:6](C(OC(C)(C)C)=O)[CH2:5]1)#[N:2].[F:35][C:36]([F:41])([F:40])[C:37]([OH:39])=[O:38]>C(Cl)Cl>[F:35][C:36]([F:41])([F:40])[C:37]([OH:39])=[O:38].[CH3:34][N:32]1[CH:33]=[C:29]([C:22]2[N:21]=[C:20]([C:17]3[CH:18]=[CH:19][N:15]([C:4]4([CH2:3][C:1]#[N:2])[CH2:7][NH:6][CH2:5]4)[CH:16]=3)[N:25]3[CH:26]=[CH:27][N:28]=[C:24]3[CH:23]=2)[CH:30]=[N:31]1 |f:3.4|. Procedure: To a solution of tert-butyl 3-(cyanomethyl)-3-(3-(7-(1-methyl-1H-pyrazol-4-yl)imidazo[1,2-c]pyrimidin-5-yl)-1H-pyrrol-1-yl)azetidine-1-carboxylate (Preparation O, 79.0 mg, 0.172 mmol) in dry DCM (1.5 mL) was added trifluoroacetic acid (2 mL) and the mixture stirred at ambient temperature for 3 hours. The mixture was concentrated and the residual gel was treated with EtOAc and sonicated until a white suspension. The EtOAc was decanted, the residual solid was washed with EtOAc and dried in vacuum ... Reactants: NC1=CC=CC=C1 (aniline), ClC(C(I)(F)F)(F)F (1-chloro-1,1,2,2-tetrafluoro-2-iodoethane), C(=O)(O)[O-].[Na+] (NaHCO3). Reagents/catalysts: C=1C=CC(=CC1)[P](C=2C=CC=CC2)(C=3C=CC=CC3)[Ni]([P](C=4C=CC=CC4)(C=5C=CC=CC5)C=6C=CC=CC6)([P](C=7C=CC=CC7)(C=8C=CC=CC8)C=9C=CC=CC9)[P](C=1C=CC=CC1)(C=1C=CC=CC1)C=1C=CC=CC1 (Ni(PPh3)4). Solvent: CCOCC (Et2O), CN(C)C=O (DMF). Reaction conditions: temperature 80 celsius, time 2 day. Product: ClC(C(F)(F)C1=CC=C(N)C=C1)(F)F (4-(2-Chloro-1,1,2,2-tetrafluoroethyl)aniline). RXN SMILES: [NH2:1][C:2]1[CH:7]=[CH:6][CH:5]=[CH:4][CH:3]=1.[Cl:8][C:9]([F:15])([F:14])[C:10]([F:13])([F:12])I.C([O-])(O)=O.[Na+]>CN(C=O)C.CCOCC.C1C=CC([P]([Ni]([P](C2C=CC=CC=2)(C2C=CC=CC=2)C2C=CC=CC=2)([P](C2C=CC=CC=2)(C2C=CC=CC=2)C2C=CC=CC=2)[P](C2C=CC=CC=2)(C2C=CC=CC=2)C2C=CC=CC=2)(C2C=CC=CC=2)C2C=CC=CC=2)=CC=1>[Cl:8][C:9]([F:15])([F:14])[C:10]([C:5]1[CH:6]=[CH:7][C:2]([NH2:1])=[CH:3][CH:4]=1)([F:13])[F:12] |f:2.3,^1:34,36,55,74|. Procedure: Ni(PPh3)4 (222 mg, 0.2 mmol) was added to a mixture of aniline (745 mg, 8 mmol) and 1-chloro-1,1,2,2-tetrafluoro-2-iodoethane (1049 mg, 4 mmol) in DMF (10 mL) in a MW vial under an argon atmosphere. The vial was sealed and the RM was stirred for two days at 80° C. After cooling at RT, the RM was dissolved in Et2O, washed with NaHCO3 10% and brine, dried over MgSO4 and the solvent was evaporated off under reduce pressure to give a residue which was purified by flash chromatography (RediSep® Silic...